Dataset: the Open Reaction Database (ORD), a public repository of structured organic reaction records. Task: describe an organic reaction: reactants, conditions, products, and yield Reactants: O=C([O-])[O-], Cc1nc(N2CCNC2=O)sc1C(=O)NCc1ccccc1, CN(C)C=O, N#Cc1ccc(CCl)cc1, [K+], [K+]. Yields the product Cc1nc(N2CCN(Cc3ccc(C#N)cc3)C2=O)sc1C(=O)NCc1ccccc1. RXN SMILES: [C:23](=[O:24])([O-:25])[O-:26].[CH2:1]([c:2]1[cH:3][cH:4][cH:5][cH:6][cH:7]1)[NH:8][C:9](=[O:10])[c:11]1[c:12]([CH3:22])[n:13][c:14]([N:16]2[C:17](=[O:21])[NH:18][CH2:19][CH2:20]2)[s:15]1.[CH3:39][N:40]([CH3:41])[CH:42]=[O:43].[Cl:29][CH2:30][c:31]1[cH:32][cH:33][c:34]([C:35]#[N:36])[cH:37][cH:38]1.[K+:27].[K+:28]>>[CH2:1]([c:2]1[cH:3][cH:4][cH:5][cH:6][cH:7]1)[NH:8][C:9](=[O:10])[c:11]1[c:12]([CH3:22])[n:13][c:14]([N:16]2[C:17](=[O:21])[N:18]([CH2:30][c:31]3[cH:32][cH:33][c:34]([C:35]#[N:36])[cH:37][cH:38]3)[CH2:19][CH2:20]2)[s:15]1.